From a dataset of the Open Reaction Database (ORD), a public repository of structured organic reaction records. describe an organic reaction: reactants, conditions, products, and yield Starting materials: C(C)OC(=O)C1NC2=CC=CC=C2C1 (2,3-dihydro-1H-indole-2-carboxylic acid ethyl ester), C(C)OC(=O)C1N(C2=CC=CC=C2C1OC)C(C=C)=O (2,3-dihydro-3-methoxy-1-(1-oxo-2-propenyl)-1H-indole-2-carboxylic acid ethyl ester). Yields the product C(C)OC(=O)C1N(C2=CC=C(C=C2C1)OC)C(C=C)=O (2,3-Dihydro-5-methoxy-1-(1-oxo-2-propenyl)-1H-indole-2-carboxylic acid ethyl ester). Reaction SMILES: [CH2:1]([O:3]C(C1CC2C(=CC=CC=2)N1)=O)C.[CH2:15]([O:17][C:18]([CH:20]1[CH:28](OC)[C:27]2[C:22](=[CH:23][CH:24]=[CH:25][CH:26]=2)[N:21]1[C:31](=[O:34])[CH:32]=[CH2:33])=[O:19])[CH3:16]>>[CH2:15]([O:17][C:18]([CH:20]1[CH2:28][C:27]2[C:22](=[CH:23][CH:24]=[C:25]([O:3][CH3:1])[CH:26]=2)[N:21]1[C:31](=[O:34])[CH:32]=[CH2:33])=[O:19])[CH3:16]. Reported procedure: By substituting 2,3-dihydro-5-methoxy-1H-indole-2-carboxylic acid ethyl ester for 2,3-dihydro-1H-indole-2-carboxylic acid ethyl ester in the procedure for Example 6, 2,3-dihydro-3-methoxy-1-(1-oxo-2-propenyl)-1H-indole-2-carboxylic acid ethyl ester was prepared.